This data is from the Open Reaction Database (ORD), a public repository of structured organic reaction records. The task is: describe an organic reaction: reactants, conditions, products, and yield Reaction conditions: time 5 hour. Starting materials: CNCCNC (N,N'-dimethyl-ethylene diamine), C(Cl)(Cl)Cl (CHCl3), CC(=O)C (acetone), [OH-].[Na+] (NaOH). Solvent: ClCCl (dichloromethane), O (water), ClCCl (dichloromethane). As a reaction SMILES: [CH3:1][NH:2][CH2:3][CH2:4][NH:5][CH3:6].[CH:7](Cl)(Cl)Cl.[CH3:11][C:12]([CH3:14])=O.[OH-:15].[Na+]>O.ClCCl>[CH3:1][N:2]1[CH2:3][CH2:4][N:5]([CH3:6])[C:12]([CH3:14])([CH3:7])[C:11]1=[O:15] |f:3.4|. Yields the product CN1C(C(N(CC1)C)(C)C)=O (N1,N4 -dimethyl-3,3-dimethyl-2-piperazinone). Reported procedure: 8.8 g N,N'-dimethyl-ethylene diamine, 12.0 g CHCl3, and 6.0 g acetone are placed in a 250 ml flask in an ice-bath, and 1.1 g BTAC added. To provide a homogeneous organic liquid phase, 100 ml dichloromethane is added. Then 40 ml conc NaOH (50% by wt) is dripped into the flask over about 30 mins. The reaction is allowed to proceed for about 5 hr and the reaction product is worked up by dissolving in a minimum amount of water, and then enough dichloromethane is added to provide two distinct layers.... The reactants are N1CCOCC1 (morpholine), ClC1=CC(=NC=C1Br)CO (4-chloro-5-bromo-2-hydroxymethylpyridine), ClC=1C(=NC=CC1Cl)O (3,4-dichloro-2-hydroxypyridine). Product: N1(CCCC1)C1=CC(=NC=C1Br)CO (4-pyrrolidino-5-bromo-2-hydroxymethylpyridine). As a reaction SMILES: [NH:1]1[CH2:6][CH2:5]O[CH2:3][CH2:2]1.Cl[C:8]1[C:13]([Br:14])=[CH:12][N:11]=[C:10]([CH2:15][OH:16])[CH:9]=1.ClC1C(O)=NC=CC=1Cl>>[N:1]1([C:8]2[C:13]([Br:14])=[CH:12][N:11]=[C:10]([CH2:15][OH:16])[CH:9]=2)[CH2:6][CH2:5][CH2:3][CH2:2]1. Reported procedure: Substituting pyrrolidine (7.4 ml) for morpholine and 4-chloro-5-bromo-2-hydroxymethylpyridine (4 g) for 3,4-dichloro-2-hydroxypyridine and using corresponding molar proportions of the other reagents in the method of Example 3D gave 4-pyrrolidino-5-bromo-2-hydroxymethylpyridine. 2.28 g, m.p. 108°-10° C., from ether. The reactants are BrC1=CC=C2CCN(CC2=C1)S(=O)(=O)C (7-bromo-2-(methylsulfonyl)-1,2,3,4-tetrahydroisoquinoline), FC1=CC=C(C=C1)B(O)O (4-fluorophenylboronic acid), C([O-])([O-])=O.[K+].[K+] (potassium carbonate), C1(=CC=CC=C1)P(C1=CC=CC=C1)C1=CC=CC=C1 (triphenylphosphine). The reagents and catalysts are CC(=O)[O-].CC(=O)[O-].[Pd+2] (Pd(OAc)2). Run in CCOCC (Et2O), O1CCOCC1 (1,4-dioxane), CO (MeOH). Product: FC1=CC=C(C=C1)C1=CC=C2CCN(CC2=C1)S(=O)(=O)C (7-(4-fluorophenyl)-2-(methylsulfonyl)-1,2,3,4-tetrahydroisoquinoline), solid. The yield is 82.0%. Reaction SMILES: Br[C:2]1[CH:11]=[C:10]2[C:5]([CH2:6][CH2:7][N:8]([S:12]([CH3:15])(=[O:14])=[O:13])[CH2:9]2)=[CH:4][CH:3]=1.[F:16][C:17]1[CH:22]=[CH:21][C:20](B(O)O)=[CH:19][CH:18]=1.C(=O)([O-])[O-].[K+].[K+].C1(P(C2C=CC=CC=2)C2C=CC=CC=2)C=CC=CC=1>CO.O1CCOCC1.CCOCC.CC([O-])=O.CC([O-])=O.[Pd+2]>[F:16][C:17]1[CH:22]=[CH:21][C:20]([C:2]2[CH:11]=[C:10]3[C:5]([CH2:6][CH2:7][N:8]([S:12]([CH3:15])(=[O:14])=[O:13])[CH2:9]3)=[CH:4][CH:3]=2)=[CH:19][CH:18]=1 |f:2.3.4,9.10.11|. Procedure: A mixture of 7-bromo-2-(methylsulfonyl)-1,2,3,4-tetrahydroisoquinoline (2.90 g, 10.0 mmol), 4-fluorophenylboronic acid (2.10 g, 15.0 mmol), anhydrous potassium carbonate (4.15 g, 30.0 mmol) and triphenylphosphine (525 mg, 2.0 mmol) was prepared in MeOH (20 ml) and 1,4-dioxane (10 ml). Argon was bubbled for 10 min., then Pd(OAc)2 (112 mg, 0.50 mmol) was added. The resulting mixture was refluxed for 5 hours. The reaction mixture was diluted with Et2O (50 ml) and the resulting suspension was filter... Starting materials: [Ag+], COCOc1cc(C=O)cc(OCOC)c1CC=Cc1ccccc1, CO, O=[N+]([O-])[O-], [Na+], [OH-], O. Yields the product COCOc1cc(C(=O)O)cc(OCOC)c1CC=Cc1ccccc1. RXN SMILES: [Ag+:35].[CH3:1][O:2][CH2:3][O:4][c:5]1[cH:6][c:7]([CH:8]=[O:9])[cH:10][c:11]([O:22][CH2:23][O:24][CH3:25])[c:12]1[CH2:13][CH:14]=[CH:15][c:16]1[cH:17][cH:18][cH:19][cH:20][cH:21]1.[CH3:28][OH:29].[N+:31]([O-:32])([O-:33])=[O:34].[Na+:27].[OH-:26].[OH2:30]>>[CH3:1][O:2][CH2:3][O:4][c:5]1[cH:6][c:7]([C:8](=[O:9])[OH:26])[cH:10][c:11]([O:22][CH2:23][O:24][CH3:25])[c:12]1[CH2:13][CH:14]=[CH:15][c:16]1[cH:17][cH:18][cH:19][cH:20][cH:21]1. Starting materials: FC1=C(C=CC=C1)NC=1OCC(C1C(=O)OCC)=O (ethyl 2-[(2-fluorophenyl)amino]-4-oxo-4,5-dihydrofuran-3-carboxylate), N1C=C(C2=CC=CN=C12)C=O (7-azaindole-3-carboxaldehyde), N1CCCCC1 (piperidine). The solvent is C(C)O (ethanol). Product: N1C=C(C=2C1=NC=CC2)C=C2C(C(=C(O2)NC2=C(C=CC=C2)F)C(=O)OCC)=O (Ethyl 5-[(1H-pyrrolo[2,3-b]pyridin-3-yl)methylene]-2-[(2-fluorophenyl)amino]-4-oxo-4,5-dihydrofuran-3-carboxylate). Isolated yield 27.7%. Reaction SMILES: [F:1][C:2]1[CH:7]=[CH:6][CH:5]=[CH:4][C:3]=1[NH:8][C:9]1[O:10][CH2:11][C:12](=[O:19])[C:13]=1[C:14]([O:16][CH2:17][CH3:18])=[O:15].[NH:20]1[C:28]2[C:23](=[CH:24][CH:25]=[CH:26][N:27]=2)[C:22]([CH:29]=O)=[CH:21]1.N1CCCCC1>C(O)C>[NH:20]1[C:28]2=[N:27][CH:26]=[CH:25][CH:24]=[C:23]2[C:22]([CH:29]=[C:11]2[O:10][C:9]([NH:8][C:3]3[CH:4]=[CH:5][CH:6]=[CH:7][C:2]=3[F:1])=[C:13]([C:14]([O:16][CH2:17][CH3:18])=[O:15])[C:12]2=[O:19])=[CH:21]1. Reported procedure: To a solution of ethyl 2-[(2-fluorophenyl)amino]-4-oxo-4,5-dihydrofuran-3-carboxylate (0.10 g, 0.38 mmol) which similarly prepared according to the procedure described in the Example 4, First step and 7-azaindole-3-carboxaldehyde (0.050 g, 0.34 mmol) in ethanol (2.0 mL), piperidine (0.0034 mL, 0.034 mmol) was added at ambient temperature. The mixture was refluxed for 36 h. The precipitate was collected by filtration, washed with hot ethanol. The solid was washed with hexane then dried to afford ... Reactants: N#CCCBr, O=C([O-])[O-], CC1(C)OB(c2cn[nH]c2)OC1(C)C, CC#N, CCOC(C)=O, [Cs+], [Cs+]. Yields the product CC1(C)OB(c2cnn(CCC#N)c2)OC1(C)C. Reaction SMILES: [Br:15][CH2:16][CH2:17][C:18]#[N:19].[C:20](=[O:21])([O-:22])[O-:23].[CH3:1][C:2]1([CH3:14])[O:3][B:4]([c:9]2[cH:10][n:11][nH:12][cH:13]2)[O:5][C:6]1([CH3:7])[CH3:8].[CH3:26][C:27]#[N:28].[CH3:29][CH2:30][O:31][C:32](=[O:33])[CH3:34].[Cs+:24].[Cs+:25]>>[CH3:1][C:2]1([CH3:14])[O:3][B:4]([c:9]2[cH:10][n:11]([CH2:16][CH2:17][C:18]#[N:19])[n:12][cH:13]2)[O:5][C:6]1([CH3:7])[CH3:8]. As a reaction SMILES: [C:1]([C:4]1[CH:5]=[C:6]([CH:10]2[C:19]([CH3:21])([CH3:20])[CH2:18][C:17]3[C:12](=[CH:13][CH:14]=[C:15]([C:22]([O:24]C)=[O:23])[CH:16]=3)[NH:11]2)[CH:7]=[CH:8][CH:9]=1)(=[O:3])[NH2:2].[OH-].[Na+]>CO>[C:1]([C:4]1[CH:5]=[C:6]([CH:10]2[C:19]([CH3:21])([CH3:20])[CH2:18][C:17]3[C:12](=[CH:13][CH:14]=[C:15]([C:22]([OH:24])=[O:23])[CH:16]=3)[NH:11]2)[CH:7]=[CH:8][CH:9]=1)(=[O:3])[NH2:2] |f:1.2|. Procedure: A mixture of methyl 2-(3-carbamoylphenyl)-3,3-dimethyl-1,2,3,4-tetrahydroquinoline-6-carboxy late (84 mg, 0.25 mmol) in methanol (4.5 mL) and 1 M sodium hydroxide aqueous solution (3.2 mL, 3.2 mmol, 13.0 eq.) was heated to reflux for 30 min, LC-MS showed the reaction was complete and only the desired product formed. The solvent was concentrated in vacuo and the residue was dissolved in water and acidified with 1 M hydrochloric acid solution to pH=6. The white precipitated solid was collected by ... The product is C(N)(=O)C=1C=C(C=CC1)C1NC2=CC=C(C=C2CC1(C)C)C(=O)O (2-(3-Carbamoylphenyl)-3,3-dimethyl-1,2,3,4-tetrahydroquinoline-6-carboxylic acid). The solvent is CO (methanol). The reactants are C(N)(=O)C=1C=C(C=CC1)C1NC2=CC=C(C=C2CC1(C)C)C(=O)OC (methyl 2-(3-carbamoylphenyl)-3,3-dimethyl-1,2,3,4-tetrahydroquinoline-6-carboxy late), [OH-].[Na+] (sodium hydroxide). Reactants: NC1=NC2=NC=C(N=C2C(=N1)N)CN(C1=CC=CC=C1)C1=CC=CC=C1 (N-[(2,4-diaminopteridin-6-yl)methyl]N,N-diphenylamine), Br.NC=1N=C(C2=C(N1)N=CC(=C2)CBr)N (2,4-diamino-6-bromomethylpyrido[2,3-d]pyrimidine hydrobromide), C1=CC=CC=2C3=CC=CC=C3NC12 (carbazole), [H-].[Na+] (NaH). Yields the product NC=1N=C(C2=C(N1)N=CC(=C2)CN2C1=CC=CC=C1C=1C=CC=CC21)N (N-[(2,4-Diaminopyrido[2,3-d]pyrimdin-6-yl)methyl]carbazole). Reaction SMILES: [NH2:1][C:2]1[N:11]=[C:10]([NH2:12])[C:9]2[C:4](=[N:5][CH:6]=[C:7]([CH2:13][N:14]([C:21]3[CH:26]=[CH:25][CH:24]=[CH:23][CH:22]=3)[C:15]3[CH:20]=[CH:19][CH:18]=[CH:17][CH:16]=3)N=2)[N:3]=1.[CH:27]1C2NC3C(=CC=CC=3)C=2C=CC=1.[H-].[Na+].Br.NC1N=C(N)C2C=C(CBr)C=NC=2N=1>>[NH2:1][C:2]1[N:11]=[C:10]([NH2:12])[C:9]2[CH:27]=[C:7]([CH2:13][N:14]3[C:21]4[CH:22]=[CH:23][CH:24]=[CH:25][C:26]=4[C:20]4[C:15]3=[CH:16][CH:17]=[CH:18][CH:19]=4)[CH:6]=[N:5][C:4]=2[N:3]=1 |f:2.3,4.5|. Procedure details: N-[(2,4-Diaminopyrido[2,3-d]pyrimdin-6-yl)methyl]carbazole (Formula I: Ar=2,4-diaminopyrido[2,3-[pyrindin-6-yl; W=CH2; X=N; Z=chemical bond; m=n=0) is prepared similarly to N-[(2,4-diaminopteridin-6-yl)methyl]N,N-diphenylamine as disclosed above by using carbazole (129 mg, 0.77 mmol), NaH (50 mg, 2.1 mmol), and 2,4-diamino-6-bromomethylpyrido[2,3-d]pyrimidine hydrobromide (100 mg, 0.3 mmol). The product can be purified by chromatography. The reactants are O (Water), ClC1=C(C=CC(=N1)CO)C1=C(C=CC(=C1)OC)F ((6-chloro-5-(2-fluoro-5-methoxyphenyl)pyridin-2-yl)methanol), C(C)(C)(C)[Si](C1=CC=CC=C1)(C1=CC=CC=C1)Cl (tert-butylchlorodiphenylsilane), N1C=NC=C1 (imidazole). Run in CN(C)C=O (DMF). Run at time 14 hour. The product is [Si](C1=CC=CC=C1)(C1=CC=CC=C1)(C(C)(C)C)OCC1=CC=C(C(=N1)Cl)C1=C(C=CC(=C1)OC)F (6-((tert-butyldiphenylsilyloxy)methyl)-2-chloro-3-(2-fluoro-5-methoxyphenyl)pyridine). The yield is 252.0%. Reaction SMILES: [Cl:1][C:2]1[N:7]=[C:6]([CH2:8][OH:9])[CH:5]=[CH:4][C:3]=1[C:10]1[CH:15]=[C:14]([O:16][CH3:17])[CH:13]=[CH:12][C:11]=1[F:18].[C:19]([Si:23](Cl)([C:30]1[CH:35]=[CH:34][CH:33]=[CH:32][CH:31]=1)[C:24]1[CH:29]=[CH:28][CH:27]=[CH:26][CH:25]=1)([CH3:22])([CH3:21])[CH3:20].N1C=CN=C1.O>CN(C=O)C>[Si:23]([O:9][CH2:8][C:6]1[N:7]=[C:2]([Cl:1])[C:3]([C:10]2[CH:15]=[C:14]([O:16][CH3:17])[CH:13]=[CH:12][C:11]=2[F:18])=[CH:4][CH:5]=1)([C:19]([CH3:22])([CH3:21])[CH3:20])([C:30]1[CH:31]=[CH:32][CH:33]=[CH:34][CH:35]=1)[C:24]1[CH:29]=[CH:28][CH:27]=[CH:26][CH:25]=1. Procedure details: To a solution of (6-chloro-5-(2-fluoro-5-methoxyphenyl)pyridin-2-yl)methanol (3.00 g) and tert-butylchlorodiphenylsilane (1.53 g) in DMF (7.0 mL) was added imidazole (1.53 g) at room temperature, and the mixture was stirred for 14 hr. Water was added to the reaction mixture, and the mixture was extracted with ethyl acetate. The extract was washed with saturated brine, and dried over anhydrous sodium sulfate. The solvent was evaporated under reduced pressure to give the title compound (7.10 g) as...